Dataset: the Open Reaction Database (ORD), a public repository of structured organic reaction records. Task: describe an organic reaction: reactants, conditions, products, and yield Starting materials: CC(=O)c1cccc2ccccc12, Cl, NO, c1ccncc1. Product: CC(=NO)c1cccc2ccccc12. Reaction SMILES: [C:1]([CH3:2])(=[O:3])[c:4]1[cH:5][cH:6][cH:7][c:8]2[cH:9][cH:10][cH:11][cH:12][c:13]12.[ClH:14].[NH2:15][OH:16].[cH:17]1[cH:18][cH:19][n:20][cH:21][cH:22]1>>[C:1]([CH3:2])([c:4]1[cH:5][cH:6][cH:7][c:8]2[cH:9][cH:10][cH:11][cH:12][c:13]12)=[N:15][OH:16]. Starting materials: CCOC(=O)c1csc(C2CCN(C(=O)OC(C)(C)C)CC2)c1, [Na+], [OH-]. Product: CC(C)(C)OC(=O)N1CCC(c2cc(C(=O)O)cs2)CC1. Reaction SMILES: [C:1]([CH3:2])([CH3:3])([CH3:4])[O:5][C:6](=[O:7])[N:8]1[CH2:9][CH2:10][CH:11]([c:14]2[s:15][cH:16][c:17]([C:19](=[O:20])[O:21][CH2:22][CH3:23])[cH:18]2)[CH2:12][CH2:13]1.[Na+:25].[OH-:24]>>[C:1]([CH3:2])([CH3:3])([CH3:4])[O:5][C:6](=[O:7])[N:8]1[CH2:9][CH2:10][CH:11]([c:14]2[s:15][cH:16][c:17]([C:19](=[O:20])[OH:21])[cH:18]2)[CH2:12][CH2:13]1. Reactants: [H-].[Al+3].[Li+].[H-].[H-].[H-] (Lithium aluminium hydride), ClC1=NC(=CC(=C1)C(=O)OCC)C (ethyl 2-chloro-6-methyl-4-pyridinecarboxylate), C(C)(=O)O (acetic acid). Run in C1CCOC1 (THF). Conditions: temperature 0 celsius, time 15 minute. Product: ClC1=NC(=CC(=C1)CO)C (2-chloro-4-hydroxymethyl-6-methylpyridine). Yield: 87.7%. RXN SMILES: [H-].[Al+3].[Li+].[H-].[H-].[H-].[Cl:7][C:8]1[CH:13]=[C:12]([C:14](OCC)=[O:15])[CH:11]=[C:10]([CH3:19])[N:9]=1.C(O)(=O)C>C1COCC1>[Cl:7][C:8]1[CH:13]=[C:12]([CH2:14][OH:15])[CH:11]=[C:10]([CH3:19])[N:9]=1 |f:0.1.2.3.4.5|. Reported procedure: Lithium aluminium hydride (350 mg, 9.26 mmol) was added in portions to a solution of ethyl 2-chloro-6-methyl-4-pyridinecarboxylate (1.85 g, 9.26 mmol) in THF (40 ml) cooled at 0° C. The mixture was stirred for 15 minutes at 0° C. and acetic acid (2 ml) was added. The mixture was partitioned between ethyl acetate and water and the aqueous layer was adjusted to pH7.5 with 5 % aqueous sodium hydrogen carbonate solution. The organic layer was separated, washed with water and brine, dried (MgSO4) and... Reactants: Cc1cccc(C2(C(=O)Cl)CCC2)c1, OC1CN2CCC1CC2. The product is Cl, Cc1cccc(C2(C(=O)OC3CN4CCC3CC4)CCC2)c1. RXN SMILES: [CH3:10][c:11]1[cH:12][c:13]([C:17]2([C:21](=[O:22])[Cl:23])[CH2:18][CH2:19][CH2:20]2)[cH:14][cH:15][cH:16]1.[N:1]12[CH2:2][CH:3]([OH:9])[CH:4]([CH2:5][CH2:6]1)[CH2:7][CH2:8]2>>[ClH:23].[N:1]12[CH2:2][CH:3]([O:9][C:21]([C:17]3([c:13]4[cH:12][c:11]([CH3:10])[cH:16][cH:15][cH:14]4)[CH2:18][CH2:19][CH2:20]3)=[O:22])[CH:4]([CH2:5][CH2:6]1)[CH2:7][CH2:8]2. Starting materials: C(C1=CC=CC=C1)OC1=CC(=C(CC2C(N(CC2)C2CC3=C(NC=N3)CC2)=O)C(=C1)Cl)Cl (3-(4-Benzyloxy-2,6-dichloro-benzyl)-1-(4,5,6,7-tetrahydro-1H-benzoimidazol-5-yl)-pyrrolidin-2-one). Reagents/catalysts: [OH-].[Pd+2].[OH-] (palladium hydroxide). The solvent is C(C)(=O)OCC (ethyl acetate), CO (methanol). Run at time 16 hour. Yields the product ClC1=C(CC2C(N(CC2)C2CC3=C(NC=N3)CC2)=O)C(=CC(=C1)O)Cl (3-(2,6-Dichloro-4-hydroxy-benzyl)-1-(4,5,6,7-tetrahydro-1H-benzoimidazol-5-yl)-pyrrolidin-2-one), product. As a reaction SMILES: C([O:8][C:9]1[CH:30]=[C:29]([Cl:31])[C:12]([CH2:13][CH:14]2[CH2:18][CH2:17][N:16]([CH:19]3[CH2:27][CH2:26][C:22]4[NH:23][CH:24]=[N:25][C:21]=4[CH2:20]3)[C:15]2=[O:28])=[C:11]([Cl:32])[CH:10]=1)C1C=CC=CC=1>C(OCC)(=O)C.CO.[OH-].[Pd+2].[OH-]>[Cl:31][C:29]1[CH:30]=[C:9]([OH:8])[CH:10]=[C:11]([Cl:32])[C:12]=1[CH2:13][CH:14]1[CH2:18][CH2:17][N:16]([CH:19]2[CH2:27][CH2:26][C:22]3[NH:23][CH:24]=[N:25][C:21]=3[CH2:20]2)[C:15]1=[O:28] |f:3.4.5|. Reported procedure: Add palladium hydroxide to a nitrogen purged solution of 3-(4-Benzyloxy-2,6-dichloro-benzyl)-1-(4,5,6,7-tetrahydro-1H-benzoimidazol-5-yl)-pyrrolidin-2-one (4.3 g, 9.2 mmol) (Preparation 12) in 50 ml of ethyl acetate and 15 ml of methanol. Add about 22 psi of pressurized nitrogen and stir for 16 h. Filter this mixture and concentrate to afford 3-(2,6-Dichloro-4-hydroxy-benzyl)-1-(4,5,6,7-tetrahydro-1H-benzoimidazol-5-yl)-pyrrolidin-2-one as solid product (2 g). MS: m/z (M+1)=380. The reactants are CC(N(CCC1=CC=CC=C1)C(C(NC(=O)OC1C2CC3CC(CC1C3)C2)CC2=CNC3=CC=CC=C23)=O)C(=O)[O-] (α-methyl-N-[(tricyclo[3.3.1.13,7 ]dec-2-yloxycarbonyl)-DL-tryptophyl]-N-(2-phenylethyl)glycinate), lithium hydroxide-1-hydrate, O1CCOCC1 (dioxane). The solvent is O (water). Run at time 8 hour. The product is N1C=C(C2=CC=CC=C12)CC(C(=O)N(CC(=O)O)CCC1=CC=CC=C1)(NC(=O)OC1C2CC3CC(CC1C3)C2)C ((±)-N-[3-(1H-indol-3-yl)-2-methyl-1-oxo-2-[[(tricyclo[3.3.1.13,7 ]dec-2-yloxy)carbonyl]amino]propyl]-N-(2-phenylethyl)glycine). Reaction SMILES: C[CH:2]([C:39]([O-:41])=[O:40])[N:3]([C:12](=[O:38])[CH:13]([CH2:28][C:29]1[C:37]2[C:32](=[CH:33][CH:34]=[CH:35][CH:36]=2)[NH:31][CH:30]=1)[NH:14][C:15]([O:17][CH:18]1[CH:25]2[CH2:26][CH:21]3[CH2:22][CH:23]([CH2:27][CH:19]1[CH2:20]3)[CH2:24]2)=[O:16])[CH2:4][CH2:5][C:6]1[CH:11]=[CH:10][CH:9]=[CH:8][CH:7]=1.O1CCOC[CH2:43]1>O>[NH:31]1[C:32]2[C:37](=[CH:36][CH:35]=[CH:34][CH:33]=2)[C:29]([CH2:28][C:13]([CH3:43])([NH:14][C:15]([O:17][CH:18]2[CH:19]3[CH2:20][CH:21]4[CH2:22][CH:23]([CH2:24][CH:25]2[CH2:26]4)[CH2:27]3)=[O:16])[C:12]([N:3]([CH2:4][CH2:5][C:6]2[CH:11]=[CH:10][CH:9]=[CH:8][CH:7]=2)[CH2:2][C:39]([OH:41])=[O:40])=[O:38])=[CH:30]1. Procedure: To a stirred solution of methyl N-[α-methyl-N-[(tricyclo[3.3.1.13,7 ]dec-2-yloxycarbonyl)-DL-tryptophyl]-N-(2-phenylethyl)glycinate (285 mg, 0.5 mmol) in dioxane (10 mL) and water (5 mL) was added lithium hydroxide-1-hydrate (42 mg, 1.0 mmol) and the resulting mixture was stirred overnight at room temperature. The reaction mixture was concentrated, acidified with dilute HCl, and extracted with ethyl acetate (2×50 mL). After drying over magnesium sulfate and concentration, flash column chromatogr... Reactants: COC(C1=CC(=CC(=C1)OC1=CC=C(C=C1)S(=O)(=O)C)OC(C)C)=O (3-isopropoxy-5-(4-methanesulfonyl-phenoxy)-benzoic acid methyl ester), CCO (EtOH), O (water), [OH-].[Na+] (Sodium hydroxide). Solvent: C1CCOC1 (THF). Reaction conditions: time 8 hour. Yields the product C(C)(C)OC=1C=C(C(=O)O)C=C(C1)OC1=CC=C(C=C1)S(=O)(=O)C (3-isopropoxy-5-(4-methanesulfonyl-phenoxy)-benzoic acid). Yield: 102.6%. Reaction SMILES: C[O:2][C:3](=[O:25])[C:4]1[CH:9]=[C:8]([O:10][C:11]2[CH:16]=[CH:15][C:14]([S:17]([CH3:20])(=[O:19])=[O:18])=[CH:13][CH:12]=2)[CH:7]=[C:6]([O:21][CH:22]([CH3:24])[CH3:23])[CH:5]=1.CCO.O.[OH-].[Na+]>C1COCC1>[CH:22]([O:21][C:6]1[CH:5]=[C:4]([CH:9]=[C:8]([O:10][C:11]2[CH:16]=[CH:15][C:14]([S:17]([CH3:20])(=[O:19])=[O:18])=[CH:13][CH:12]=2)[CH:7]=1)[C:3]([OH:25])=[O:2])([CH3:24])[CH3:23] |f:3.4|. Procedure: To a solution of 3-isopropoxy-5-(4-methanesulfonyl-phenoxy)-benzoic acid methyl ester (prepared as in Example 6 Step A) (6.50 g, 17.8 mmol) in THF (120 mL) was added EtOH (80 mL) and water (40 mL) at room temperature. Sodium hydroxide solution (1.0 M, 36.0 mL) was added slowly with some external cooling, if needed. The mixture was stirred at room temperature overnight. On the second day organic solvents were removed by evaporation. The residue was partitioned between ether and water. After the e... Reactants: NCCCOC=1C=CC2=C(CC3=C(C(C2)CC(=O)OCC)C=CC=C3)C1 (ethyl (±)-10,11-dihydro-3-(3-amino-1-propyloxy)-5H-dibenzo[a,d]cycloheptene-10-acetate), C([O-])(O)=O.[Na+] (sodium bicarbonate), BrC1=NC=CC=N1 (2-bromopyrimidine). Solvent: C(C)O (ethanol). The product is N1=C(N=CC=C1)NCCCOC=1C=CC2=C(CC3=C(C(C2)CC(=O)OCC)C=CC=C3)C1 (Ethyl (±)-10,11-dihydro-3-[3-(pyrimidin-2-ylamino)-1-propyloxy]-5H-dibenzo[a,d]cycloheptene-10-acetate). Isolated yield 39.4%. As a reaction SMILES: [NH2:1][CH2:2][CH2:3][CH2:4][O:5][C:6]1[CH:7]=[CH:8][C:9]2[CH2:15][CH:14]([CH2:16][C:17]([O:19][CH2:20][CH3:21])=[O:18])[C:13]3[CH:22]=[CH:23][CH:24]=[CH:25][C:12]=3[CH2:11][C:10]=2[CH:26]=1.C(=O)(O)[O-].[Na+].Br[C:33]1[N:38]=[CH:37][CH:36]=[CH:35][N:34]=1>C(O)C>[N:34]1[CH:35]=[CH:36][CH:37]=[N:38][C:33]=1[NH:1][CH2:2][CH2:3][CH2:4][O:5][C:6]1[CH:7]=[CH:8][C:9]2[CH2:15][CH:14]([CH2:16][C:17]([O:19][CH2:20][CH3:21])=[O:18])[C:13]3[CH:22]=[CH:23][CH:24]=[CH:25][C:12]=3[CH2:11][C:10]=2[CH:26]=1 |f:1.2|. Procedure details: A mixture of ethyl (±)-10,11-dihydro-3-(3-amino-1-propyloxy)-5H-dibenzo[a,d]cycloheptene-10-acetate (0.4 g, 1 mmole), sodium bicarbonate (0.5 g, 6 mmole), 2-bromopyrimidine (0.34 g, 2 mmole) and ethanol (10 mL) was heated at reflux under argon for 18 hr. The solution was then decanted and concentrated. The residue was purified by chromatography on silica gel (0.2-2% MeOH/CH2Cl2) to give the title compound (0.17 g, 34%) as a pale yellow oil: MS (ES) 432.3 (M+H)+. The reactants are CC(C)(C)OC(=O)NCC#CCN, ClCCCl, CN(C)c1ccncc1, ClCCl, O=C(O)CCCCC(c1ccc(F)cc1)c1ccc(F)cc1. Product: CC(C)(C)OC(=O)NCC#CCNC(=O)CCCCC(c1ccc(F)cc1)c1ccc(F)cc1. RXN SMILES: [C:1]([CH3:2])([CH3:3])([CH3:4])[O:5][C:6]([NH:7][CH2:8][C:9]#[C:10][CH2:11][NH2:12])=[O:13].[CH2:36]([Cl:37])[CH2:38][Cl:39].[CH3:43][N:44]([c:45]1[cH:46][cH:47][n:48][cH:49][cH:50]1)[CH3:51].[Cl:40][CH2:41][Cl:42].[F:14][c:15]1[cH:16][cH:17][c:18]([CH:21]([CH2:22][CH2:23][CH2:24][CH2:25][C:26](=[O:27])[OH:28])[c:29]2[cH:30][cH:31][c:32]([F:35])[cH:33][cH:34]2)[cH:19][cH:20]1>>[C:1]([CH3:2])([CH3:3])([CH3:4])[O:5][C:6]([NH:7][CH2:8][C:9]#[C:10][CH2:11][NH:12][C:26]([CH2:25][CH2:24][CH2:23][CH2:22][CH:21]([c:18]1[cH:17][cH:16][c:15]([F:14])[cH:20][cH:19]1)[c:29]1[cH:30][cH:31][c:32]([F:35])[cH:33][cH:34]1)=[O:27])=[O:13].